This data is from the Open Reaction Database (ORD), a public repository of structured organic reaction records. The task is: describe an organic reaction: reactants, conditions, products, and yield Starting materials: CCCN(CCC)C(=O)c1cc(I)cc(C(=O)O)c1, C[Si](C)(C)C=[N+]=[N-], CCCCCC, CO, c1ccccc1. The product is CCCN(CCC)C(=O)c1cc(I)cc(C(=O)OC)c1. RXN SMILES: [CH2:1]([CH2:2][CH3:3])[N:4]([C:5](=[O:6])[c:7]1[cH:8][c:9]([C:10](=[O:11])[OH:12])[cH:13][c:14]([I:16])[cH:15]1)[CH2:17][CH2:18][CH3:19].[CH3:20][Si:21]([CH:22]=[N+:23]=[N-:24])([CH3:25])[CH3:26].[CH3:27][CH2:28][CH2:29][CH2:30][CH2:31][CH3:32].[CH3:39][OH:40].[cH:33]1[cH:34][cH:35][cH:36][cH:37][cH:38]1>>[CH2:1]([CH2:2][CH3:3])[N:4]([C:5](=[O:6])[c:7]1[cH:8][c:9]([C:10](=[O:11])[O:12][CH3:20])[cH:13][c:14]([I:16])[cH:15]1)[CH2:17][CH2:18][CH3:19]. Starting materials: C1(=CC=C(C=C1)OCCCCCCCl)C1=CC=CC=C1 (1-(4-biphenyloxy)-6-chlorohexane), C1(C=2C(C(N1)=O)=CC=CC2)=O.[K] (potassium phthalimide), O (water). Solvent: CN(C=O)C (dimethylformamide). The product is C1(=CC=C(C=C1)OCCCCCCN1C(C=2C(C1=O)=CC=CC2)=O)C2=CC=CC=C2 (N-[6-(4-biphenyloxy) hexyl]phthalimide). Reaction SMILES: [C:1]1([C:15]2[CH:20]=[CH:19][CH:18]=[CH:17][CH:16]=2)[CH:6]=[CH:5][C:4]([O:7][CH2:8][CH2:9][CH2:10][CH2:11][CH2:12][CH2:13]Cl)=[CH:3][CH:2]=1.[C:21]1(=[O:31])[NH:25][C:24](=[O:26])[C:23]2=[CH:27][CH:28]=[CH:29][CH:30]=[C:22]12.[K].O>CN(C)C=O>[C:1]1([C:15]2[CH:20]=[CH:19][CH:18]=[CH:17][CH:16]=2)[CH:6]=[CH:5][C:4]([O:7][CH2:8][CH2:9][CH2:10][CH2:11][CH2:12][CH2:13][N:25]2[C:24](=[O:26])[C:23]3=[CH:27][CH:28]=[CH:29][CH:30]=[C:22]3[C:21]2=[O:31])=[CH:3][CH:2]=1 |f:1.2,^1:31|. Procedure: A solution of 1-(4-biphenyloxy)-6-chlorohexane (10.0 g) and potassium phthalimide (9.0 g) in dimethylformamide (100 ml) was heated at 140° C. for 4 hours. The cooled solution was poured into water (900 ml) and filtered to yield N-[6-(4-biphenyloxy) hexyl]phthalimide. (b) In a similar manner, but using the appropriate corresponding optionally substituted 1-(3- or 4-biphenyloxy)-ω-chloroalkane, obtained as described in Preparation 4, the following compounds of Formula C were prepared: The reactants are FC1=CC=C(C=C1)C(CC1=CC=NC=C1)=O (1-(4-fluoro-phenyl)-2-pyridin-4-yl-ethanone), N(=O)[O-].[Na+] (sodium nitrite), C(C)(=O)O (acetic acid). Run in O (water), O (water). Reaction conditions: time 16 hour. Yields the product FC1=CC=C(C=C1)C(C(=O)C1=CC=NC=C1)=NO (1-(4-Fluoro-phenyl)-2-pyridin-4-yl-ethane-1,2-dione1-oxime). As a reaction SMILES: [F:1][C:2]1[CH:7]=[CH:6][C:5]([C:8](=O)[CH2:9][C:10]2[CH:15]=[CH:14][N:13]=[CH:12][CH:11]=2)=[CH:4][CH:3]=1.[N:17]([O-])=[O:18].[Na+].C(O)(=[O:23])C>O>[F:1][C:2]1[CH:7]=[CH:6][C:5]([C:8](=[N:17][OH:18])[C:9]([C:10]2[CH:15]=[CH:14][N:13]=[CH:12][CH:11]=2)=[O:23])=[CH:4][CH:3]=1 |f:1.2|. Procedure details: A solution of 1-(4-fluoro-phenyl)-2-pyridin-4-yl-ethanone (6.45 g, prepared according to the method described for Reference Example 11 in the specification of International Patent Application No. WO98/56788) in acetic acid (50 ml) was treated with a solution of sodium nitrite (4.14 g) in water (30 ml) at 10° C. The reaction mixture was stirred at room temperature for 16 hours then treated with water (150 ml) and then filtered to give the title compound as a white solid. The reactants are O=C(c1ccc(Br)cc1)N1CCc2nnc(Cl)cc2C1, NN, O. The product is NNc1cc2c(nn1)CCN(C(=O)c1ccc(Br)cc1)C2. Reaction SMILES: [Br:1][c:2]1[cH:3][cH:4][c:5]([C:6](=[O:7])[N:8]2[CH2:9][c:10]3[c:11]([n:12][n:13][c:14]([Cl:16])[cH:15]3)[CH2:17][CH2:18]2)[cH:19][cH:20]1.[NH2:22][NH2:23].[OH2:21]>>[Br:1][c:2]1[cH:3][cH:4][c:5]([C:6](=[O:7])[N:8]2[CH2:9][c:10]3[c:11]([n:12][n:13][c:14]([NH:22][NH2:23])[cH:15]3)[CH2:17][CH2:18]2)[cH:19][cH:20]1. Starting materials: [C-]#N, C1CCOC1, [K+], [Na+], O, O=S([O-])O, O=Cc1cc2ccccc2s1. Product: N#CC(O)c1cc2ccccc2s1. Reaction SMILES: [C-:17]#[N:18].[CH2:20]1[O:21][CH2:22][CH2:23][CH2:24]1.[K+:19].[Na+:16].[OH2:25].[S:12](=[O:13])([OH:14])[O-:15].[s:1]1[c:2]2[c:3]([cH:4][c:5]1[CH:6]=[O:7])[cH:8][cH:9][cH:10][cH:11]2>>[s:1]1[c:2]2[c:3]([cH:4][c:5]1[CH:6]([OH:7])[C:17]#[N:18])[cH:8][cH:9][cH:10][cH:11]2. Run at time 4 hour. Reported procedure: 210 g (1.1 M) of 40% peracetic acid were added dropwise within 1 h to a stirred suspension of 156 g (0.95 M; purity 95%) of citronellol kept at 0° and 53 g (0.5 M) of sodium carbonate in 200 ml of toluene. The reaction mixture was kept under stirring at 20° during 4 h then it was washed with water, a 5% solution of sodium sulfite and a 10% aqueous solution of NaHCO3. After drying over anhydrous sodium sulfate, evaporation of the solvent and distillation (70°-78°/20×102Pa), 139 g (yield 83%; puri... The yield is 83.0%. As a reaction SMILES: C(OO)(=[O:3])C.[CH3:6][C:7](=[CH:9][CH2:10][CH2:11][CH:12]([CH2:14][CH2:15][OH:16])[CH3:13])[CH3:8].C(=O)([O-])[O-].[Na+].[Na+]>C1(C)C=CC=CC=1>[CH3:13][CH:12]([CH2:11][CH2:10][CH:9]1[O:3][C:7]1([CH3:8])[CH3:6])[CH2:14][CH2:15][OH:16] |f:2.3.4|. Run in C1(=CC=CC=C1)C (toluene). Starting materials: C(C)(=O)OO (peracetic acid), CC(C)=CCCC(C)CCO (citronellol), C([O-])([O-])=O.[Na+].[Na+] (sodium carbonate). Yields the product CC(CCO)CCC1C(C)(O1)C (3,7-Dimethyl-6,7-epoxy-1-octanol). Starting materials: CC1=C(C=CC=2C(OCC21)=O)C2OC2 (Racemic 4-methyl-5-oxiran-2-yl-2-benzofuran-1(3H)-one), C(Cl)Cl (DCM). Run in CO (MeOH). Conditions: time 2.12 minute. The product is CC1=C(C=CC=2C(OCC21)=O)[C@H]2OC2 (4-Methyl-5-[(2R)-oxiran-2-yl]-2-benzofuran-1(3H)-one). RXN SMILES: [CH3:1][C:2]1[C:10]2[CH2:9][O:8][C:7](=[O:11])[C:6]=2[CH:5]=[CH:4][C:3]=1[CH:12]1[CH2:14][O:13]1.C(Cl)Cl>CO>[CH3:1][C:2]1[C:10]2[CH2:9][O:8][C:7](=[O:11])[C:6]=2[CH:5]=[CH:4][C:3]=1[C@@H:12]1[CH2:14][O:13]1. Procedure details: Racemic 4-methyl-5-oxiran-2-yl-2-benzofuran-1(3H)-one was resolved on a ChiralPak® AD-H column (5×25 cm) under SFC conditions on a Berger MGIII preparative SFC instrument. The racemate was diluted to 50 mg/ml in 1:1 DCM:MeOH. The separation was accomplished using 10% EtOH/CO2, flow rate 200 ml/min, 100 bar, 25° C. 500 ul Injections were spaced every 2.12 mins. The faster eluting (2R)-epoxide (I-15B) eluted at 5.2 min, and the slower eluting (2S)-epoxide (I-15A) eluted at 5.6 min. The reactants are ClC=1C=C2C(=CNC2=CC1)CCNC(C1=CC=C(C=C1)CCl)=O (N-(2-(5-chloro-1H-indol-3-yl)ethyl)-4-(chloromethyl)benzamide), N1CCNCC1 (piperazine), [I-].[Na+] (sodium iodide). Solvent: C1CCOC1 (THF). Product: eluent, ClC=1C=C2C(=CNC2=CC1)CCNC(C1=CC=C(C=C1)CN1CCNCC1)=O (N-(2-(5-Chloro-1H-indol-3-yl)ethyl)-4-(piperazin-1-ylmethyl)benzamide). Isolated yield 69.2%. Reaction SMILES: [Cl:1][C:2]1[CH:3]=[C:4]2[C:8](=[CH:9][CH:10]=1)[NH:7][CH:6]=[C:5]2[CH2:11][CH2:12][NH:13][C:14](=[O:23])[C:15]1[CH:20]=[CH:19][C:18]([CH2:21]Cl)=[CH:17][CH:16]=1.[NH:24]1[CH2:29][CH2:28][NH:27][CH2:26][CH2:25]1.[I-].[Na+]>C1COCC1>[Cl:1][C:2]1[CH:3]=[C:4]2[C:8](=[CH:9][CH:10]=1)[NH:7][CH:6]=[C:5]2[CH2:11][CH2:12][NH:13][C:14](=[O:23])[C:15]1[CH:20]=[CH:19][C:18]([CH2:21][N:24]2[CH2:29][CH2:28][NH:27][CH2:26][CH2:25]2)=[CH:17][CH:16]=1 |f:2.3|. Reported procedure: N-(2-(5-Chloro-1H-indol-3-yl)ethyl)-4-(piperazin-1-ylmethyl)benzamide was prepared following Method C starting from N-(2-(5-chloro-1H-indol-3-yl)ethyl)-4-(chloromethyl)benzamide (0.105 g; 0.302 mmol), piperazine (0.118 g; 1.36 mmol) and sodium iodide (0.229 g; 1.51 mmol) in THF (3 mL), under a microwave irradiation at 150° C. for 10 minutes. Flash chromatography on silica gel (eluent 2 to 16% methanol in dichloromethane) furnished 0.083 g (69%) of the title compound as a white solid. Reported procedure: 10.2 g (0.33 mol) of 2-(3-hydroxymethyl-piperidin-1-yl)-2-methyl-1-[4-(methylthio)-phenyl]-propan-1-one and 10.5 g of triphenylphosphine are dissolved in 60 ml of methylene chloride. 13.3 g of carbon tetrabromide is dissolved in 15 ml of methylene chloride and is added dropwise to the above solution at 5 ° C. After stirring for 2 h, the resulting solution is concentrated to give a slurry. This material is purified by column chromatography on silica gel with ethyl acetate-hexane (50-50) as an elu... Run in C(Cl)Cl (methylene chloride), C(C)O (ethanol), C(Cl)Cl (methylene chloride), CC(=O)N(C)C (dimethylacetamide). Yields the product SCC1CN(CCC1)C(C(=O)C1=CC=C(C=C1)SC)(C)C (2-(3-Mercaptomethyl-piperidin-1-yl)-2-methyl-1-[4-(methylthio)-phenyl]-propan-1-one). Reaction conditions: time 2 hour. As a reaction SMILES: O[CH2:2][CH:3]1[CH2:8][CH2:7][CH2:6][N:5]([C:9]([CH3:21])([CH3:20])[C:10]([C:12]2[CH:17]=[CH:16][C:15]([S:18][CH3:19])=[CH:14][CH:13]=2)=[O:11])[CH2:4]1.C1(P(C2C=CC=CC=2)C2C=CC=CC=2)C=CC=CC=1.C(Br)(Br)(Br)Br.C([O-])(=[S:48])C.[K+]>C(Cl)Cl.CC(N(C)C)=O.C(O)C>[SH:48][CH2:2][CH:3]1[CH2:8][CH2:7][CH2:6][N:5]([C:9]([CH3:21])([CH3:20])[C:10]([C:12]2[CH:17]=[CH:16][C:15]([S:18][CH3:19])=[CH:14][CH:13]=2)=[O:11])[CH2:4]1 |f:3.4|. The reactants are OCC1CN(CCC1)C(C(=O)C1=CC=C(C=C1)SC)(C)C (2-(3-hydroxymethyl-piperidin-1-yl)-2-methyl-1-[4-(methylthio)-phenyl]-propan-1-one), C1(=CC=CC=C1)P(C1=CC=CC=C1)C1=CC=CC=C1 (triphenylphosphine), ice water, C(Br)(Br)(Br)Br (carbon tetrabromide), C(C)(=S)[O-].[K+] (potassium thioacetate), above oily product.